From a dataset of the Open Reaction Database (ORD), a public repository of structured organic reaction records. describe an organic reaction: reactants, conditions, products, and yield Reactants: COC(=O)c1cc(NS(C)(=O)=O)ccc1OC, Cl, [Li+], C1CCOC1, [OH-], O. The product is COc1ccc(NS(C)(=O)=O)cc1C(=O)O. As a reaction SMILES: [CH3:1][O:2][c:3]1[c:4]([C:5](=[O:6])[O:7][CH3:8])[cH:9][c:10]([NH:13][S:14](=[O:15])(=[O:16])[CH3:17])[cH:11][cH:12]1.[ClH:20].[Li+:18].[O:22]1[CH2:23][CH2:24][CH2:25][CH2:26]1.[OH-:19].[OH2:21]>>[CH3:1][O:2][c:3]1[c:4]([C:5](=[O:6])[OH:7])[cH:9][c:10]([NH:13][S:14](=[O:15])(=[O:16])[CH3:17])[cH:11][cH:12]1. Starting materials: CI (methyl iodide), [N+](=O)([O-])C1=CC=C2C=C(NC2=C1)C1=CC=CC=C1 (6-nitro-2-phenyl-1H-indole), C1COCCOCCOCCOCCOCCO1 (18-Crown-6), CC(C)([O-])C.[K+] (potassium tert-butoxide). Run in O1CCCC1 (tetrahydrofuran). Reaction conditions: time 30 minute. Product: CN1C(=CC2=CC=C(C=C12)[N+](=O)[O-])C1=CC=CC=C1 (1-Methyl-6-nitro-2-phenyl-1H-indole). The yield is 99.1%. Reaction SMILES: [N+:1]([C:4]1[CH:12]=[C:11]2[C:7]([CH:8]=[C:9]([C:13]3[CH:18]=[CH:17][CH:16]=[CH:15][CH:14]=3)[NH:10]2)=[CH:6][CH:5]=1)([O-:3])=[O:2].[CH2:19]1OCCOCCOCCOCCOCCOC1.CC(C)([O-])C.[K+].CI>O1CCCC1>[CH3:19][N:10]1[C:11]2[C:7](=[CH:6][CH:5]=[C:4]([N+:1]([O-:3])=[O:2])[CH:12]=2)[CH:8]=[C:9]1[C:13]1[CH:18]=[CH:17][CH:16]=[CH:15][CH:14]=1 |f:2.3|. Procedure details: To a solution of 6-nitro-2-phenyl-1H-indole (106 mg, 0.44 mmol) and 18-Crown-6 (130 mg, 0.49 mmol) in anhydrous tetrahydrofuran (2 mL) at room temperature was added potassium tert-butoxide (55 mg, 0.49 mmol) followed by methyl iodide (31 μL, 0.49 mmol). The solution was stirred at room temperature for 30 min. Tetrahydrofuran was removed in vacuo. Ethyl acetate was added, and the organic layer was washed with water and then brine. The combined organic layers were dried over anhydrous MgSO4 and ev... The reactants are OC[C@H]1[NH2+]CCC1.BrC1=CC=C(C=C1)[C@H](C(=O)[O-])CC1=CC=C(C=C1)C(=O)OC(C)(C)C ((R)-2-(4-Bromo-phenyl)-3-(4-tert-butoxycarbonyl-phenyl)-propionate (S)-2-hydroxymethyl pyrrolidinium), C(=O)O (formic acid). Run in C(C)(=O)OCC (ethyl acetate). Run at time 20 minute. Yields the product C(C)(C)(C)OC(C1=CC=C(C=C1)C[C@@H](C(=O)O)C1=CC=C(C=C1)Br)=O (4-[(R)-2-(4-Bromo-phenyl)-2-carboxy-ethyl-]-benzoic acid tert-butyl ester). As a reaction SMILES: OC[C@@H]1CCC[NH2+]1.[Br:8][C:9]1[CH:14]=[CH:13][C:12]([C@@H:15]([CH2:19][C:20]2[CH:25]=[CH:24][C:23]([C:26]([O:28][C:29]([CH3:32])([CH3:31])[CH3:30])=[O:27])=[CH:22][CH:21]=2)[C:16]([O-:18])=[O:17])=[CH:11][CH:10]=1.C(O)=O>C(OCC)(=O)C>[C:29]([O:28][C:26](=[O:27])[C:23]1[CH:24]=[CH:25][C:20]([CH2:19][C@H:15]([C:12]2[CH:13]=[CH:14][C:9]([Br:8])=[CH:10][CH:11]=2)[C:16]([OH:18])=[O:17])=[CH:21][CH:22]=1)([CH3:32])([CH3:30])[CH3:31] |f:0.1|. Procedure details: A stirring slurry of 216.8 g of (R)-2-(4-Bromo-phenyl)-3-(4-tert-butoxycarbonyl-phenyl)-propionate (S)-2-hydroxymethyl pyrrolidinium in 2168 mL of ethyl acetate at 21° C. was treated 1084 mL of 10% aqueous formic acid. After 20 minutes, the separated organic phase was washed with water and dried over magnesium sulfate. The ethyl acetate solution was atmospherically displaced into heptanes to yield the product as a granular solid. 166.3 g (96% yield) of white solid, enantiomeric excess (“R” enant... Reactants: CCCCO, CCN(C(C)C)C(C)C, Clc1cc(Cl)ncn1, CC(C)(C)OC(=O)N1CCCC(N)C1. The product is CC(C)(C)OC(=O)N1CCCC(Nc2cc(Cl)ncn2)C1. As a reaction SMILES: [CH2:32]([OH:33])[CH2:34][CH2:35][CH3:36].[CH:23]([N:24]([CH2:25][CH3:26])[CH:27]([CH3:28])[CH3:29])([CH3:30])[CH3:31].[Cl:1][c:2]1[n:3][cH:4][n:5][c:6]([Cl:8])[cH:7]1.[NH2:9][CH:10]1[CH2:11][N:12]([C:16](=[O:17])[O:18][C:19]([CH3:20])([CH3:21])[CH3:22])[CH2:13][CH2:14][CH2:15]1>>[c:2]1([NH:9][CH:10]2[CH2:11][N:12]([C:16](=[O:17])[O:18][C:19]([CH3:20])([CH3:21])[CH3:22])[CH2:13][CH2:14][CH2:15]2)[n:3][cH:4][n:5][c:6]([Cl:8])[cH:7]1. Procedure: Preparation was performed in a similar manner as in Preparation Example 3 using 5-bromo-2-fluorobenzaldehyde and 4-bromophenetole. The product is BrC1=CC(=C(C=C1)F)CC1=CC=C(C=C1)OCC (1-bromo-3-(4-ethoxybenzyl)-4-fluorobenzene). The reactants are BrC=1C=CC(=C(C=O)C1)F (5-bromo-2-fluorobenzaldehyde), BrC1=CC=C(C=C1)OCC (4-bromophenetole). As a reaction SMILES: [Br:1][C:2]1[CH:3]=[CH:4][C:5]([F:10])=[C:6]([CH:9]=1)[CH:7]=O.Br[C:12]1[CH:17]=[CH:16][C:15]([O:18][CH2:19][CH3:20])=[CH:14][CH:13]=1>>[Br:1][C:2]1[CH:3]=[CH:4][C:5]([F:10])=[C:6]([CH2:7][C:12]2[CH:17]=[CH:16][C:15]([O:18][CH2:19][CH3:20])=[CH:14][CH:13]=2)[CH:9]=1. Starting materials: CI (Methyl iodide), [H-].[Na+] (sodium hydride), S1(C(CC2=C1SC=C2)C(=O)O)(=O)=O (2,3-dihydrothieno[2,3-b]thiophene-2-carboxylic acid-1,1-dioxide). Run in CN(C)C=O (DMF), CN(C)C=O (DMF). Reaction conditions: temperature 0 celsius. Yields the product CC1(CC2=C(SC=C2)S1(=O)=O)C(=O)O (2-methyl-2,3-dihydrothieno[2,3-b]thiophene-2-carboxylic acid-1,1-dioxide). Reaction SMILES: [H-].[Na+].[CH3:3]I.[S:5]1(=[O:17])(=[O:16])[C:9]2[S:10][CH:11]=[CH:12][C:8]=2[CH2:7][CH:6]1[C:13]([OH:15])=[O:14]>CN(C=O)C>[CH3:3][C:6]1([C:13]([OH:15])=[O:14])[S:5](=[O:17])(=[O:16])[C:9]2[S:10][CH:11]=[CH:12][C:8]=2[CH2:7]1 |f:0.1|. Procedure: A suspension of sodium hydride (12.3 g, 60% dispersion in oil) in DMF (200 mL, distilled from calcium hydride) was cooled with stirring to 0° C. under a nitrogen atmosphere. Methyl iodide (18.5 mL, 0.29 mol) was added followed by the dropwise addition of 2,3-dihydrothieno[2,3-b]thiophene-2-carboxylic acid-1,1-dioxide (21.33 g. 0.0978 mol) in DMF (200 mL) over a period 1.25 hours. The reaction was stirred at 0° C. for an additional 2.25 hours, then quenched with water (100 mL) and 40% sodium hydr... Reactants: CNC, CO, Fc1ccc(C2CCc3c(Cl)nc(Cl)nc32)cc1. The product is CN(C)c1nc(Cl)nc2c1CCC2c1ccc(F)cc1. As a reaction SMILES: [CH3:19][NH:20][CH3:21].[CH3:22][OH:23].[Cl:1][c:2]1[n:3][c:4]([Cl:18])[c:5]2[c:6]([n:7]1)[CH:8]([c:11]1[cH:12][cH:13][c:14]([F:17])[cH:15][cH:16]1)[CH2:9][CH2:10]2>>[Cl:1][c:2]1[n:3][c:4]([N:20]([CH3:19])[CH3:21])[c:5]2[c:6]([n:7]1)[CH:8]([c:11]1[cH:12][cH:13][c:14]([F:17])[cH:15][cH:16]1)[CH2:9][CH2:10]2.